This data is from the Open Reaction Database (ORD), a public repository of structured organic reaction records. The task is: describe an organic reaction: reactants, conditions, products, and yield Reactants: OC1=C(C=C(C=NO)C=C1C)C (4-Hydroxy-3,5-dimethyl-benzaldehyde oxime). Reagents/catalysts: [Zn] (Zn). Solvent: C(C)(=O)O (acetic acid). The product is NCC1=CC(=C(C(=C1)C)O)C (4-Aminomethyl-2,6-dimethyl-phenol). Yield: 98.2%. As a reaction SMILES: [OH:1][C:2]1[C:10]([CH3:11])=[CH:9][C:5]([CH:6]=[N:7]O)=[CH:4][C:3]=1[CH3:12]>C(O)(=O)C.[Zn]>[NH2:7][CH2:6][C:5]1[CH:4]=[C:3]([CH3:12])[C:2]([OH:1])=[C:10]([CH3:11])[CH:9]=1. Reported procedure: A solution of 4-Hydroxy-3,5-dimethyl-benzaldehyde oxime (1.0 grams, 6.06 mmole) in acetic acid (30 ml) and Zn dust (4.0 grams, 61.2 mmole) was stirred at ˜60° C. for 2 hours. The mixture was filtered through celite, basified by aqueous ammonium hydroxide and extracted with chloroform. The combined extracts were dried over MgSO4, filtered, and concentrated to give a foam (0.90 g). MW 151; MS (m/e) 151 (M+). Starting materials: Cc1cc(CCl)on1, CN(C)C=O, Cc1cccc(C)c1NC(=O)CCl, [H-], [Na+]. Product: Cc1cc(CN(C(=O)CCl)c2c(C)cccc2C)on1. RXN SMILES: [CH3:14][c:15]1[n:16][o:17][c:18]([CH2:20][Cl:21])[cH:19]1.[CH3:24][N:25]([CH3:26])[CH:27]=[O:28].[Cl:1][CH2:2][C:3](=[O:4])[NH:5][c:6]1[c:7]([CH3:13])[cH:8][cH:9][cH:10][c:11]1[CH3:12].[H-:22].[Na+:23]>>[Cl:1][CH2:2][C:3](=[O:4])[N:5]([c:6]1[c:7]([CH3:13])[cH:8][cH:9][cH:10][c:11]1[CH3:12])[CH2:20][c:18]1[o:17][n:16][c:15]([CH3:14])[cH:19]1.